From a dataset of the Open Reaction Database (ORD), a public repository of structured organic reaction records. describe an organic reaction: reactants, conditions, products, and yield Reactants: CC([O-])=S, CN(C)C=O, [K+], Cc1ccc(S(=O)(=O)OC2CCCN(C=O)C2)cc1. The product is CC(=S)OC1CCCN(C=O)C1. As a reaction SMILES: [C:20]([CH3:21])(=[S:22])[O-:23].[CH3:25][N:26]([CH3:27])[CH:28]=[O:29].[K+:24].[c:1]1([CH3:2])[cH:3][cH:4][c:5]([S:6](=[O:7])(=[O:8])[O:10][CH:11]2[CH2:12][N:13]([CH:17]=[O:18])[CH2:14][CH2:15][CH2:16]2)[cH:9][cH:19]1>>[O:10]([CH:11]1[CH2:12][N:13]([CH:17]=[O:18])[CH2:14][CH2:15][CH2:16]1)[C:20]([CH3:21])=[S:22].